Task: describe an organic reaction: reactants, conditions, products, and yield. Dataset: the Open Reaction Database (ORD), a public repository of structured organic reaction records Reactants: C=C1C(C(=O)OCC)CP(c2ccccc2)C1(c1ccccc1)c1ccccc1, ClCCl, O=Cc1ccc([N+](=O)[O-])cc1. Product: CCOC(=O)C=Cc1ccc([N+](=O)[O-])cc1. Reaction SMILES: [C:12](=[O:13])([O:14][CH2:15][CH3:16])[CH:17]1[CH2:18][P:19]([c:20]2[cH:21][cH:22][cH:23][cH:24][cH:25]2)[C:26]([c:27]2[cH:28][cH:29][cH:30][cH:31][cH:32]2)([c:33]2[cH:34][cH:35][cH:36][cH:37][cH:38]2)[C:39]1=[CH2:40].[CH2:41]([Cl:42])[Cl:43].[N+:1](=[O:2])([O-:3])[c:4]1[cH:5][cH:6][c:7]([CH:8]=[O:9])[cH:10][cH:11]1>>[N+:1](=[O:2])([O-:3])[c:4]1[cH:5][cH:6][c:7]([CH:8]=[CH:17][C:12](=[O:13])[O:14][CH2:15][CH3:16])[cH:10][cH:11]1. Starting materials: N1=C(C=CC=C1)CC#N (2-pyridyl acetonitrile), BrCCCCCBr (1,5-dibromopentane), [H-].[Na+] (sodium hydride). Run in CCOCC (ether), CS(=O)C (DMSO), CS(=O)C (DMSO). Reaction conditions: time 24 hour. The product is C(#N)C1(CCCCC1)C1=NC=CC=C1 (1-cyano-1-(2-pyridyl)cyclohexane). The yield is 71.3%. As a reaction SMILES: [H-].[Na+].[N:3]1[CH:8]=[CH:7][CH:6]=[CH:5][C:4]=1[CH2:9][C:10]#[N:11].Br[CH2:13][CH2:14][CH2:15][CH2:16][CH2:17]Br>CS(C)=O.CCOCC>[C:10]([C:9]1([C:4]2[CH:5]=[CH:6][CH:7]=[CH:8][N:3]=2)[CH2:17][CH2:16][CH2:15][CH2:14][CH2:13]1)#[N:11] |f:0.1|. Procedure details: To a stirred suspension of sodium hydride (60% dispersed in oil) (4 g, 0.1 m) in DMSO (70 mL) under nitrogen at 15° C. was added dropwise a solution of 2-pyridyl acetonitrile (6 g, 51 mmol) and 1,5-dibromopentane (6.81 mL, 51 mmol) in ether (40 mL) and DMSO (10 mL) over 1 hour. The mixture was allowed to warm to room temperature and stirred for a further 24 hours under nitrogen. The reaction mixture was carefully quenched by the addition dropwise of isopropanol (10 mL), followed by water (100 mL...